This data is from the Open Reaction Database (ORD), a public repository of structured organic reaction records. The task is: describe an organic reaction: reactants, conditions, products, and yield Reactants: C(C)(=O)OCC (ethyl acetate), BrC1=CC(=C(C=C1)O)OC (4-bromo-2-methoxyphenol), CS(=O)[O-].[Na+] (sodium methanesulfinate), CNCCNC (N,N′-dimethylethylenediamine). Solvent: O (water), CS(=O)C (dimethyl sulfoxide). Run at temperature 130 celsius, time 8 hour. Yields the product CS(=O)(=O)C1=CC(=C(C=C1)O)OC (4-Methanesulfonyl-2-methoxyphenol). Isolated yield 51.9%. RXN SMILES: Br[C:2]1[CH:7]=[CH:6][C:5]([OH:8])=[C:4]([O:9][CH3:10])[CH:3]=1.[CH3:11][S:12]([O-:14])=[O:13].[Na+].CNCCNC.C(OCC)(=O)C>CS(C)=O.O>[CH3:11][S:12]([C:2]1[CH:7]=[CH:6][C:5]([OH:8])=[C:4]([O:9][CH3:10])[CH:3]=1)(=[O:14])=[O:13] |f:1.2|. Procedure details: A mixture of 4-bromo-2-methoxyphenol (500 mg, 2.46 mmol), sodium methanesulfinate (1 g, 9.84 mmol), copper(I) trifluoromethanesulfonate benzene complex (124 mg, 0.25 mmol) and N,N′-dimethylethylenediamine (53 μL, 0.49 mmol) in dimethyl sulfoxide (3 mL) was stirred overnight at 130° C. The mixture was allowed to cool to room temperature followed by the addition of ethyl acetate (8 mL) and water (8 mL). The resulting mixture was filtered through Celite pad and to the filtrate was added 2N hydrochl... Procedure: To a solution of 4-(2-cyclopropyl-1,3-oxazol-4-yl)benzaldehyde (0.318 g, 1.49 mmol) in MeOH (5 ml) was added tyramine (0.215 g, 1.57 mmol) and trimethylorthoformate (1.2 mL, 10.97 mmol). The resulting solid was redissolved in THF (3 ml) and allowed to stir for 12 h. Sodium borohydride (0.15 g, 3.94 mmol) was added and the mixture was stirred an additional 2 h. The reaction mixture was concentrated and partitioned between EtOAc and water. The aqueous phase was extracted with EtOAc and the combine... Yields the product C1(CC1)C=1OC=C(N1)C1=CC=C(CNCCC2=CC=C(C=C2)O)C=C1 (4-(2-{[4-(2-cyclopropyl-1,3-oxazol-4-yl)benzyl]amino}ethyl)phenol). Run at time 12 hour. Solvent: CO (MeOH), C1CCOC1 (THF). Yield: 86.3%. Starting materials: C1(CC1)C=1OC=C(N1)C1=CC=C(C=O)C=C1 (4-(2-cyclopropyl-1,3-oxazol-4-yl)benzaldehyde), NCCC1=CC=C(C=C1)O (tyramine), COC(OC)OC (trimethylorthoformate), [BH4-].[Na+] (Sodium borohydride). Reaction SMILES: [CH:1]1([C:4]2[O:5][CH:6]=[C:7]([C:9]3[CH:16]=[CH:15][C:12]([CH:13]=O)=[CH:11][CH:10]=3)[N:8]=2)[CH2:3][CH2:2]1.[NH2:17][CH2:18][CH2:19][C:20]1[CH:25]=[CH:24][C:23]([OH:26])=[CH:22][CH:21]=1.COC(OC)OC.[BH4-].[Na+]>CO.C1COCC1>[CH:1]1([C:4]2[O:5][CH:6]=[C:7]([C:9]3[CH:16]=[CH:15][C:12]([CH2:13][NH:17][CH2:18][CH2:19][C:20]4[CH:25]=[CH:24][C:23]([OH:26])=[CH:22][CH:21]=4)=[CH:11][CH:10]=3)[N:8]=2)[CH2:3][CH2:2]1 |f:3.4|. Reactants: NC1=C(C=C2NC(C(=NC2=C1)C(=O)OCC)=O)C(F)(F)F (ethyl 7-amino-3,4-dihydro-3-oxo-6-trifluoromethylquinoxaline-2-carboxylate), aqueous solution, [OH-].[K+] (potassium hydroxide). The solvent is C(C)O (ethanol). Yields the product NC1=C(C=C2NC(C(=NC2=C1)C(=O)O)=O)C(F)(F)F (7-Amino-3,4-dihydro-3-oxo-6-trifluoromethylquinoxaline-2-carboxylic Acid). Isolated yield 47.6%. RXN SMILES: [NH2:1][C:2]1[CH:11]=[C:10]2[C:5]([NH:6][C:7](=[O:17])[C:8]([C:12]([O:14]CC)=[O:13])=[N:9]2)=[CH:4][C:3]=1[C:18]([F:21])([F:20])[F:19].[OH-].[K+]>C(O)C>[NH2:1][C:2]1[CH:11]=[C:10]2[C:5]([NH:6][C:7](=[O:17])[C:8]([C:12]([OH:14])=[O:13])=[N:9]2)=[CH:4][C:3]=1[C:18]([F:21])([F:20])[F:19] |f:1.2|. Reported procedure: To a solution of ethyl 7-amino-3,4-dihydro-3-oxo-6-trifluoromethylquinoxaline-2-carboxylate (55.9 mg, 186 μmol) in ethanol (2 ml) was added 1N aqueous solution of potassium hydroxide (446 μl, 446 μmol), and the mixture was refluxed for 1.5 hours. After cooling, solvent was distilled off, water was added and the pH value was brought to 2 with 4N hydrochloric acid. Solvent was distilled off again and small quantity of water was added. The crystals were collected by filtration, washed with water an... Starting materials: BrC(c1ccccc1)c1ccccc1, O=C([O-])[O-], CCOC(=O)N1CCC(O)CC1, [K+], [K+], O. Product: CCOC(=O)N1CCC(OC(c2ccccc2)c2ccccc2)CC1. RXN SMILES: [Br:13][CH:14]([c:15]1[cH:16][cH:17][cH:18][cH:19][cH:20]1)[c:21]1[cH:22][cH:23][cH:24][cH:25][cH:26]1.[C:27](=[O:28])([O-:29])[O-:30].[CH2:1]([CH3:2])[O:3][C:4](=[O:5])[N:6]1[CH2:7][CH2:8][CH:9]([OH:12])[CH2:10][CH2:11]1.[K+:31].[K+:32].[OH2:33]>>[CH2:1]([CH3:2])[O:3][C:4](=[O:5])[N:6]1[CH2:7][CH2:8][CH:9]([O:12][CH:14]([c:15]2[cH:16][cH:17][cH:18][cH:19][cH:20]2)[c:21]2[cH:22][cH:23][cH:24][cH:25][cH:26]2)[CH2:10][CH2:11]1. Run at temperature 110 celsius, time 3 hour. Product: COC(C1=CC(=CC=C1)CN1C(/C(/C2=CC=CC=C12)=C(\C1=CC=CC=C1)/C1=CC=C(C=C1)Cl)=O)=O (3-{3-[1-(4-chloro-phenyl)-1-phenyl-meth-(E)-ylidene]-2-oxo-2,3-dihydro-indol-1-ylmethyl}-benzoic acid methyl ester). Reported procedure: To a solution of 3-{[phenyl-(3-phenyl-propynoyl)-amino]-methyl}-benzoic acid methyl ester (369.4 mg, 1 mmol) in THF (5 ml) were added palladium(II) acetate (11.2 mg, 0.05 mmol), triphenylphosphine (26.2 mg, 0.1 mmol), 1-chloro-4-iodobenzene (262.3 mg, 1.1 mmol) and cesium fluoride (456 mg, 3 mmol) at room temperature. The solution was stirred for 3 h at 110° C. under an argon atmosphere. After being quenched with water, the mixture was extracted with ethyl acetate, dried over magnesium sulfate a... The reactants are COC(C1=CC(=CC=C1)CN(C(C#CC1=CC=CC=C1)=O)C1=CC=CC=C1)=O (3-{[phenyl-(3-phenyl-propynoyl)-amino]-methyl}-benzoic acid methyl ester), C1(=CC=CC=C1)P(C1=CC=CC=C1)C1=CC=CC=C1 (triphenylphosphine), ClC1=CC=C(C=C1)I (1-chloro-4-iodobenzene), [F-].[Cs+] (cesium fluoride). Reaction SMILES: [CH3:1][O:2][C:3](=[O:28])[C:4]1[CH:9]=[CH:8][CH:7]=[C:6]([CH2:10][N:11]([C:22]2[CH:27]=[CH:26][CH:25]=[CH:24][CH:23]=2)[C:12](=[O:21])[C:13]#[C:14][C:15]2[CH:20]=[CH:19][CH:18]=[CH:17][CH:16]=2)[CH:5]=1.C1(P(C2C=CC=CC=2)C2C=CC=CC=2)C=CC=CC=1.[Cl:48][C:49]1[CH:54]=[CH:53][C:52](I)=[CH:51][CH:50]=1.[F-].[Cs+]>C1COCC1.C([O-])(=O)C.[Pd+2].C([O-])(=O)C>[CH3:1][O:2][C:3](=[O:28])[C:4]1[CH:9]=[CH:8][CH:7]=[C:6]([CH2:10][N:11]2[C:22]3[C:27](=[CH:26][CH:25]=[CH:24][CH:23]=3)/[C:13](=[C:14](\[C:52]3[CH:53]=[CH:54][C:49]([Cl:48])=[CH:50][CH:51]=3)/[C:15]3[CH:16]=[CH:17][CH:18]=[CH:19][CH:20]=3)/[C:12]2=[O:21])[CH:5]=1 |f:3.4,6.7.8|. The reagents and catalysts are C(C)(=O)[O-].[Pd+2].C(C)(=O)[O-] (palladium(II) acetate). Run in C1CCOC1 (THF). The reactants are FC(C=1C=C(C=CC1)N=C=S)(F)F (3-(trifluoromethyl)phenyl isothiocyanate), COC1=C(N)C=C(C=C1)C(F)(F)F (2-methoxy-5-(trifluoromethyl)aniline). Run in C1(=CC=CC=C1)C (toluene), C1(=CC=CC=C1)C (toluene). Reaction conditions: time 8 hour. The product is FC(C=1C=C(C=CC1)NC(=S)NC1=C(C=CC(=C1)C(F)(F)F)OC)(F)F (N-(3-(trifluoromethyl)phenyl)-N'-(2-methoxy-5-(trifluoromethyl)phenyl) thiourea). Yield: 51.0%. As a reaction SMILES: [F:1][C:2]([F:13])([F:12])[C:3]1[CH:4]=[C:5]([N:9]=[C:10]=[S:11])[CH:6]=[CH:7][CH:8]=1.[CH3:14][O:15][C:16]1[CH:22]=[CH:21][C:20]([C:23]([F:26])([F:25])[F:24])=[CH:19][C:17]=1[NH2:18]>C1(C)C=CC=CC=1>[F:13][C:2]([F:12])([F:1])[C:3]1[CH:4]=[C:5]([NH:9][C:10]([NH:18][C:17]2[CH:19]=[C:20]([C:23]([F:25])([F:26])[F:24])[CH:21]=[CH:22][C:16]=2[O:15][CH3:14])=[S:11])[CH:6]=[CH:7][CH:8]=1. Procedure: 3-(trifluoromethyl)phenyl isothiocyanate in toluene (0.76 ml, 5.0 mmol) was added to a solution of 2-methoxy-5-(trifluoromethyl)aniline in toluene (10 ml). The resulting reaction mixture was stirred at RT overnight and the product was subsequently filtered off. 1.00 g (51%) of the title compound was isolated.